Dataset: the Open Reaction Database (ORD), a public repository of structured organic reaction records. Task: describe an organic reaction: reactants, conditions, products, and yield The reactants are C(C)(=O)N1[C@H](CN(C2=CC(=CC=C12)Br)C(=O)OC(C)C)C ((S)-isopropyl 4-acetyl-7-bromo-3-methyl-3,4-dihydroquinoxaline-1(2H)-carboxylate), C1(CC1)C(=O)N1[C@H](CN(C2=CC(=CC=C12)C=1C=NNC1)C(=O)OC(C)C)C ((S)-isopropyl 4-(cyclopropanecarbonyl)-3-methyl-7-(1H-pyrazol-4-yl)-3,4-dihydroquinoxaline-1(2H)-carboxylate). Product: C(C)(=O)N1[C@H](CN(C2=CC(=CC=C12)C=1C=NNC1)C(=O)OC(C)C)C (Isopropyl (S)-4-acetyl-3-methyl-7-(1H-pyrazol-4-yl)-3,4-dihydroquinoxaline-1 (2H)-carboxylate). As a reaction SMILES: C(N1C2C(=CC(Br)=CC=2)N(C(OC(C)C)=O)C[C@@H]1C)(=O)C.[CH:22]1([C:25]([N:27]2[C:36]3[C:31](=[CH:32][C:33]([C:37]4[CH:38]=[N:39][NH:40][CH:41]=4)=[CH:34][CH:35]=3)[N:30]([C:42]([O:44][CH:45]([CH3:47])[CH3:46])=[O:43])[CH2:29][C@@H:28]2[CH3:48])=[O:26])CC1>>[C:25]([N:27]1[C:36]2[C:31](=[CH:32][C:33]([C:37]3[CH:41]=[N:40][NH:39][CH:38]=3)=[CH:34][CH:35]=2)[N:30]([C:42]([O:44][CH:45]([CH3:47])[CH3:46])=[O:43])[CH2:29][C@@H:28]1[CH3:48])(=[O:26])[CH3:22]. Procedure details: Isopropyl (S)-4-acetyl-3-methyl-7-(1H-pyrazol-4-yl)-3,4-dihydroquinoxaline-1 (2H)-carboxylate was synthesized from (S)-isopropyl 4-acetyl-7-bromo-3-methyl-3,4-dihydroquinoxaline-1(2H)-carboxylate according to the procedure outlined above for (S)-isopropyl 4-(cyclopropanecarbonyl)-3-methyl-7-(1H-pyrazol-4-yl)-3,4-dihydroquinoxaline-1(2H)-carboxylate. MS (ESI, pos. ion) m/z 343 [M+1]+. Product: C(C(C)C)(=O)N1C(C(C2=CC(=CC=C12)OCC)CCN1CCC(=CC1)C1=CC=CC=C1)CC (1-isobutyryl-2-ethyl-5-ethoxy-3-[2-(4-phenyl-3,6-dihydro-1(2H)-pyridyl)ethyl]indoline), C(C(C)C)(=O)N1C(C(C2=CC(=CC=C12)OCC)CCN1CCC(=CC1)C1=CC=C(C=C1)Cl)CC (1-isobutyryl-2-ethyl-5-ethoxy-3-{2-[4-(p-chlorophenyl)-3,6-dihydro-1(2H)-pyridyl]ethyl} indoline), C(C(C)C)(=O)N1C(C(C2=CC(=CC=C12)OCC)CCN1CCC(CC1)C1=CC=C(C=C1)C(F)(F)F)CC (1-isobutyryl-2-ethyl-5-ethoxy-3-{2-[4-(p-trifluoromethylphenyl)piperidino]-ethyl} indoline). Procedure details: In the manner described in Example 5, reaction of 1-isobutyryl-2-ethyl-3-(2-bromoethyl)-5-ethoxyindoline with 4-phenyl-1,2,3,6-tetrahydropyridine, 4-(p-chlorophenyl)-1,2,3,6-tetrahydropyridine, or 4-(p-trifluoromethylphenyl)piperidine provides the corresponding 1-isobutyryl-2-ethyl-5-ethoxy-3-[2-(4-phenyl-3,6-dihydro-1(2H)-pyridyl)ethyl]indoline, 1-isobutyryl-2-ethyl-5-ethoxy-3-{2-[4-(p-chlorophenyl)-3,6-dihydro-1(2H)-pyridyl]ethyl} indoline, and 1-isobutyryl-2-ethyl-5-ethoxy-3-{2-[4-(p-trifluor... RXN SMILES: [C:1]([N:6]1[C:14]2[C:9](=[CH:10][C:11]([O:15][CH2:16][CH3:17])=[CH:12][CH:13]=2)[CH:8]([CH2:18][CH2:19]Br)[CH:7]1[CH2:21][CH3:22])(=[O:5])[CH:2]([CH3:4])[CH3:3].[C:23]1([C:29]2[CH2:30][CH2:31][NH:32][CH2:33][CH:34]=2)[CH:28]=[CH:27][CH:26]=[CH:25][CH:24]=1.[Cl:35][C:36]1[CH:41]=[CH:40][C:39]([C:42]2[CH2:43][CH2:44][NH:45][CH2:46][CH:47]=2)=[CH:38][CH:37]=1.[F:48][C:49]([F:63])([F:62])[C:50]1[CH:55]=[CH:54][C:53]([CH:56]2[CH2:61][CH2:60][NH:59][CH2:58][CH2:57]2)=[CH:52][CH:51]=1>>[C:1]([N:6]1[C:14]2[C:9](=[CH:10][C:11]([O:15][CH2:16][CH3:17])=[CH:12][CH:13]=2)[CH:8]([CH2:18][CH2:19][N:32]2[CH2:31][CH:30]=[C:29]([C:23]3[CH:28]=[CH:27][CH:26]=[CH:25][CH:24]=3)[CH2:34][CH2:33]2)[CH:7]1[CH2:21][CH3:22])(=[O:5])[CH:2]([CH3:4])[CH3:3].[C:1]([N:6]1[C:14]2[C:9](=[CH:10][C:11]([O:15][CH2:16][CH3:17])=[CH:12][CH:13]=2)[CH:8]([CH2:18][CH2:19][N:45]2[CH2:44][CH:43]=[C:42]([C:39]3[CH:40]=[CH:41][C:36]([Cl:35])=[CH:37][CH:38]=3)[CH2:47][CH2:46]2)[CH:7]1[CH2:21][CH3:22])(=[O:5])[CH:2]([CH3:4])[CH3:3].[C:1]([N:6]1[C:14]2[C:9](=[CH:10][C:11]([O:15][CH2:16][CH3:17])=[CH:12][CH:13]=2)[CH:8]([CH2:18][CH2:19][N:59]2[CH2:60][CH2:61][CH:56]([C:53]3[CH:54]=[CH:55][C:50]([C:49]([F:48])([F:62])[F:63])=[CH:51][CH:52]=3)[CH2:57][CH2:58]2)[CH:7]1[CH2:21][CH3:22])(=[O:5])[CH:2]([CH3:4])[CH3:3]. The reactants are C(C(C)C)(=O)N1C(C(C2=CC(=CC=C12)OCC)CCBr)CC (1-isobutyryl-2-ethyl-3-(2-bromoethyl)-5-ethoxyindoline), C1(=CC=CC=C1)C=1CCNCC1 (4-phenyl-1,2,3,6-tetrahydropyridine), ClC1=CC=C(C=C1)C=1CCNCC1 (4-(p-chlorophenyl)-1,2,3,6-tetrahydropyridine), FC(C1=CC=C(C=C1)C1CCNCC1)(F)F (4-(p-trifluoromethylphenyl)piperidine). The reactants are ClC1=C(C(=O)NC)C=CC(=C1)N1CCN(CC1)C (2-chloro-N-methyl-4-(4-methyl-piperazin-1-yl)-benzamide), CN(CCN(C)C)C (N,N,N′,N′-tetramethylethylenediamine), C1(=C(C=CC=C1)[Li])C (o-tolyllithium), solution, C(C)(C)(C)[Li] (tert.-butyllithium), BrC1=C(C=CC=C1)C (2-bromotoluene). Run in C1CCOC1 (THF), CCCCC (pentane), C(C)OCC (diethyl ether). Conditions: temperature -25 celsius. The product is CNC(=O)C=1C(=CC(=CC1)N1CCN(CC1)C)C1=C(C=CC=C1)C (2′-Methyl-5-(4-methyl-piperazin-1-yl)-biphenyl-2-carboxylic acid methylamide). The yield is 36.0%. As a reaction SMILES: Cl[C:2]1[CH:11]=[C:10]([N:12]2[CH2:17][CH2:16][N:15]([CH3:18])[CH2:14][CH2:13]2)[CH:9]=[CH:8][C:3]=1[C:4]([NH:6][CH3:7])=[O:5].CN(C)CCN(C)C.[C:27]1([CH3:34])[CH:32]=[CH:31][CH:30]=[CH:29][C:28]=1[Li].C([Li])(C)(C)C.BrC1C=CC=CC=1C>C1COCC1.CCCCC.C(OCC)C>[CH3:7][NH:6][C:4]([C:3]1[C:2]([C:28]2[CH:29]=[CH:30][CH:31]=[CH:32][C:27]=2[CH3:34])=[CH:11][C:10]([N:12]2[CH2:17][CH2:16][N:15]([CH3:18])[CH2:14][CH2:13]2)=[CH:9][CH:8]=1)=[O:5]. Procedure details: To a solution of 125 mg (0.467 mmol) 2-chloro-N-methyl-4-(4-methyl-piperazin-1-yl)-benzamide and 0.22 ml (1.5 mmol) N,N,N′,N′-tetramethylethylenediamine in 2 ml THF a solution of o-tolyllithium, prepared by addition of 2.5 ml (3.8 mmol) of a 1.5 M solution of tert.-butyllithium in pentane to a solution of 0.23 ml (1.9 mmol) 2-bromotoluene in 2 ml diethyl ether at −78°, was added dropwise at −78°. The reaction mixture was allowed to warm to −25° C. over a period of 2 h. After quenching with 1 ml ... Starting materials: C(=O)(C)OCC.O (AcOEt-H2O), ClC=1C=C(C=NC1N[C@H]1CN(CC1)CC1CCCCC1)/C=C/C(=O)O ((2E)-3-(5-chloro-6-{[(3R)-1-(cyclohexylmethyl)-3-pyrrolidinyl]amino}-3-pyridinyl)acrylic acid), O1C(CCCC1)ON (O-(tetrahydro-2H-pyran-2-yl)hydroxylamine), CCN=C=NCCCN(C)C (EDCI). Solvent: CN(C)C=O (DMF). Conditions: time 15 hour. The product is ClC=1C=C(C=NC1N[C@H]1CN(CC1)CC1CCCCC1)/C=C/C(=O)NOC1OCCCC1 ((2E)-3-(5-chloro-6-{[(3R)-1-(cyclohexylmethyl)-3-pyrrolidinyl]amino}-3-pyridinyl)-N-(tetrahydro-2H-pyran-2-yloxy)acrylamide). Yield: 25.7%. RXN SMILES: [Cl:1][C:2]1[CH:3]=[C:4](/[CH:21]=[CH:22]/[C:23](O)=[O:24])[CH:5]=[N:6][C:7]=1[NH:8][C@@H:9]1[CH2:13][CH2:12][N:11]([CH2:14][CH:15]2[CH2:20][CH2:19][CH2:18][CH2:17][CH2:16]2)[CH2:10]1.[O:26]1[CH2:31][CH2:30][CH2:29][CH2:28][CH:27]1[O:32][NH2:33].CCN=C=NCCCN(C)C.C(OCC)(C)=O.O>CN(C=O)C>[Cl:1][C:2]1[CH:3]=[C:4](/[CH:21]=[CH:22]/[C:23]([NH:33][O:32][CH:27]2[CH2:28][CH2:29][CH2:30][CH2:31][O:26]2)=[O:24])[CH:5]=[N:6][C:7]=1[NH:8][C@@H:9]1[CH2:13][CH2:12][N:11]([CH2:14][CH:15]2[CH2:20][CH2:19][CH2:18][CH2:17][CH2:16]2)[CH2:10]1 |f:3.4|. Procedure details: A mixture of (2E)-3-(5-chloro-6-{[(3R)-1-(cyclohexylmethyl)-3-pyrrolidinyl]amino}-3-pyridinyl)acrylic acid (306 mg), O-(tetrahydro-2H-pyran-2-yl)hydroxylamine (108 mg) HOBt (119 mg) and EDCI (137 mg) in DMF (15 ml) was stirred at ambient temperature for 15 hours. The reaction mixture was poured into a mixture of AcOEt-H2O and the organic layer was washed with brine and dried over MgSO4. The solvent was evaporated in vacuo and the residue was chromatographed on silicagel eluting with AcOEt-MeOH (... Starting materials: OCCCCCCCCCCCCCCCC(=O)O (16-hydroxyhexadecanoic acid), O1CCCC1 (tetrahydrofurane), S(=S)(=O)([O-])[O-].[Na+].[Na+] (sodium thiosulfate). Run in ClCCl (dichloromethane), C([O-])(O)=O.[Na+] (sodium bicarbonate). Conditions: temperature 0 celsius, time 2.5 hour. Yields the product [Na+].O=CCCCCCCCCCCCCCCC(=O)[O-] (16-oxohexadecanoic acid sodium salt). Yield: 34.0%. As a reaction SMILES: [OH:1][CH2:2][CH2:3][CH2:4][CH2:5][CH2:6][CH2:7][CH2:8][CH2:9][CH2:10][CH2:11][CH2:12][CH2:13][CH2:14][CH2:15][CH2:16][C:17]([OH:19])=[O:18].O1CCCC1.S([O-])([O-])(=O)=S.[Na+:30].[Na+]>ClCCl.C(=O)(O)[O-].[Na+]>[Na+:30].[O:1]=[CH:2][CH2:3][CH2:4][CH2:5][CH2:6][CH2:7][CH2:8][CH2:9][CH2:10][CH2:11][CH2:12][CH2:13][CH2:14][CH2:15][CH2:16][C:17]([O-:19])=[O:18] |f:2.3.4,6.7,8.9|. Reported procedure: To a cooled solution (0° C.) of 16-hydroxyhexadecanoic acid (800 mg, 2.9 mmol) in dichloromethane (10 ml) and tetrahydrofurane (20 ml) Dess-Martin periodinane (1636 mg, 3.7 mmol) was added at 0° C. The mixture was stirred for 3.5 hrs at 0° C. and 2.5 hrs at room temperature under Ar-atmosphere. Then a 15%-solution of sodium thiosulfate in saturated sodium bicarbonate solution was added, the mixture was stirred at room temperature for 1.5 hrs. Intermediate 1 was extracted with diethylether, after... Starting materials: ClC1=C(C=C(C(=C1)Cl)OC)NC1=C2C(=NC=C1C#N)C=C(S2)I (7-[(2,4-dichloro-5-methoxyphenyl)amino]-2-iodothieno[3,2-b]pyridine-6-carbonitrile), C(#C)C=1C=NC=CC1 (3-ethynylpyridine), CO (methanol). The reagents and catalysts are C=1C=CC(=CC1)[P](C=2C=CC=CC2)(C=3C=CC=CC3)[Pd]([P](C=4C=CC=CC4)(C=5C=CC=CC5)C=6C=CC=CC6)([P](C=7C=CC=CC7)(C=8C=CC=CC8)C=9C=CC=CC9)[P](C=1C=CC=CC1)(C=1C=CC=CC1)C=1C=CC=CC1 (tetrakis(triphenylphosphine)palladium(0)), [Cu]I (copper(I) iodide). Solvent: C(C)N(CC)CC (triethylamine), C1=CC=CC=C1 (benzene). Yields the product ClC1=C(C=C(C(=C1)Cl)OC)NC1=C2C(=NC=C1C#N)C=C(S2)C#CC=2C=NC=CC2 (7-[(2,4-dichloro-5-methoxyphenyl)amino]-2-(pyridin-3-ylethynyl)thieno[3,2-b]pyridine-6-carbonitrile). The yield is 66.5%. RXN SMILES: [Cl:1][C:2]1[CH:7]=[C:6]([Cl:8])[C:5]([O:9][CH3:10])=[CH:4][C:3]=1[NH:11][C:12]1[C:17]([C:18]#[N:19])=[CH:16][N:15]=[C:14]2[CH:20]=[C:21](I)[S:22][C:13]=12.[C:24]([C:26]1[CH:27]=[N:28][CH:29]=[CH:30][CH:31]=1)#[CH:25].CO>C(N(CC)CC)C.C1C=CC=CC=1.C1C=CC([P]([Pd]([P](C2C=CC=CC=2)(C2C=CC=CC=2)C2C=CC=CC=2)([P](C2C=CC=CC=2)(C2C=CC=CC=2)C2C=CC=CC=2)[P](C2C=CC=CC=2)(C2C=CC=CC=2)C2C=CC=CC=2)(C2C=CC=CC=2)C2C=CC=CC=2)=CC=1.[Cu]I>[Cl:1][C:2]1[CH:7]=[C:6]([Cl:8])[C:5]([O:9][CH3:10])=[CH:4][C:3]=1[NH:11][C:12]1[C:17]([C:18]#[N:19])=[CH:16][N:15]=[C:14]2[CH:20]=[C:21]([C:25]#[C:24][C:26]3[CH:27]=[N:28][CH:29]=[CH:30][CH:31]=3)[S:22][C:13]=12 |^1:50,52,71,90|. Procedure: A mixture of 7-[(2,4-dichloro-5-methoxyphenyl)amino]-2-iodothieno[3,2-b]pyridine-6-carbonitrile (160 mg, 0.33 mmol), 3-ethynylpyridine (45 mg, 0.43 mmol), 5 mg of tetrakis(triphenylphosphine)palladium(0) and 20 mg of copper(I) iodide in 2 mL of triethylamine and 7 mL of benzene is heated at reflux overnight. The mixture is cooled to room temperature and 5 mL of methanol is added. The solvents are removed in vacuo and the residue is treated with 50 mL of chloroform. The insoluble material is remo...